From a dataset of the Open Reaction Database (ORD), a public repository of structured organic reaction records. describe an organic reaction: reactants, conditions, products, and yield Product: Cc1ccc(Nc2ncc(-c3ccc(OC(F)F)cc3)cn2)cc1N. As a reaction SMILES: [CH2:34]1[O:35][CH2:36][CH2:37][O:38][CH2:39]1.[F:1][CH:2]([O:3][c:4]1[cH:5][cH:6][c:7](-[c:10]2[cH:11][n:12][c:13]([NH:16][c:17]3[cH:18][c:19]([N+:24]([O-:25])=[O:26])[c:20]([CH3:23])[cH:21][cH:22]3)[n:14][cH:15]2)[cH:8][cH:9]1)[F:27].[Na+:33].[S:28](=[O:29])(=[O:30])([OH:31])[O-:32]>>[F:1][CH:2]([O:3][c:4]1[cH:5][cH:6][c:7](-[c:10]2[cH:11][n:12][c:13]([NH:16][c:17]3[cH:18][c:19]([NH2:24])[c:20]([CH3:23])[cH:21][cH:22]3)[n:14][cH:15]2)[cH:8][cH:9]1)[F:27]. Reactants: C1COCCO1, Cc1ccc(Nc2ncc(-c3ccc(OC(F)F)cc3)cn2)cc1[N+](=O)[O-], [Na+], O=S(=O)([O-])O.